From a dataset of the Open Reaction Database (ORD), a public repository of structured organic reaction records. describe an organic reaction: reactants, conditions, products, and yield Starting materials: Cc1ccc(CCOc2ccc([N+](=O)[O-])cc2)cc1, CC(C)=O, CO, [Na+], [OH-], O, S. Product: Cc1ccc(CCOc2ccc(N)cc2)cc1. RXN SMILES: [CH3:1][c:2]1[cH:3][cH:4][c:5]([CH2:8][CH2:9][O:10][c:11]2[cH:12][cH:13][c:14]([N+:17]([O-:18])=[O:19])[cH:15][cH:16]2)[cH:6][cH:7]1.[CH3:23][C:24](=[O:25])[CH3:26].[CH3:28][OH:29].[Na+:21].[OH-:20].[OH2:27].[S:22]>>[CH3:1][c:2]1[cH:3][cH:4][c:5]([CH2:8][CH2:9][O:10][c:11]2[cH:12][cH:13][c:14]([NH2:17])[cH:15][cH:16]2)[cH:6][cH:7]1. Starting materials: ClC1=NC=CC(=C1)CNC1=C(C(=O)NC=2C=CC3=CN(N=C3C2)C)C=CC=N1 (2-[(2-chloro-pyridin-4-ylmethyl)-amino]-N-(2-methyl-2H-indazol-6-yl)-nicotinamide), C([O-])([O-])=O.[Cs+].[Cs+] (cesium carbonate), N1(CCOCC1)C(=O)N (morpholine-4-carboxylic acid amide). Reagents/catalysts: C=1C=CC(=CC1)/C=C/C(=O)/C=C/C2=CC=CC=C2.C=1C=CC(=CC1)/C=C/C(=O)/C=C/C2=CC=CC=C2.C=1C=CC(=CC1)/C=C/C(=O)/C=C/C2=CC=CC=C2.[Pd].[Pd] (Pd2 dba3), CC1(C2=C(C(=CC=C2)P(C3=CC=CC=C3)C4=CC=CC=C4)OC5=C(C=CC=C51)P(C6=CC=CC=C6)C7=CC=CC=C7)C (xantphos). Run in O1CCOCC1 (dioxane), CN(C)C=O (DMF), C(O)([O-])=O.[Na+] (sodium hydrogencarbonate). Conditions: temperature 110 celsius, time 11 hour. The product is CN1N=C2C=C(C=CC2=C1)NC(=O)C=1C(=NC=CC1)NCC1=CC(=NC=C1)NC(=O)N1CCOCC1 (morpholine-4-carboxylic acid (4-{[3-(2-methyl-2H-indazol-6-ylcarbamoyl)-pyridin-2-ylamino]-methyl}-pyridin-2-yl)-amide). The yield is 48.0%. As a reaction SMILES: Cl[C:2]1[CH:7]=[C:6]([CH2:8][NH:9][C:10]2[N:28]=[CH:27][CH:26]=[CH:25][C:11]=2[C:12]([NH:14][C:15]2[CH:16]=[CH:17][C:18]3[C:22]([CH:23]=2)=[N:21][N:20]([CH3:24])[CH:19]=3)=[O:13])[CH:5]=[CH:4][N:3]=1.C(=O)([O-])[O-].[Cs+].[Cs+].[N:35]1([C:41]([NH2:43])=[O:42])[CH2:40][CH2:39][O:38][CH2:37][CH2:36]1>O1CCOCC1.CN(C=O)C.C(=O)([O-])O.[Na+].C1C=CC(/C=C/C(/C=C/C2C=CC=CC=2)=O)=CC=1.C1C=CC(/C=C/C(/C=C/C2C=CC=CC=2)=O)=CC=1.C1C=CC(/C=C/C(/C=C/C2C=CC=CC=2)=O)=CC=1.[Pd].[Pd].CC1(C)C2C(=C(P(C3C=CC=CC=3)C3C=CC=CC=3)C=CC=2)OC2C(P(C3C=CC=CC=3)C3C=CC=CC=3)=CC=CC1=2>[CH3:24][N:20]1[CH:19]=[C:18]2[C:22]([CH:23]=[C:15]([NH:14][C:12]([C:11]3[C:10]([NH:9][CH2:8][C:6]4[CH:5]=[CH:4][N:3]=[C:2]([NH:43][C:41]([N:35]5[CH2:40][CH2:39][O:38][CH2:37][CH2:36]5)=[O:42])[CH:7]=4)=[N:28][CH:27]=[CH:26][CH:25]=3)=[O:13])[CH:16]=[CH:17]2)=[N:21]1 |f:1.2.3,7.8,9.10.11.12.13|. Procedure details: A mixture of 2-[(2-chloro-pyridin-4-ylmethyl)-amino]-N-(2-methyl-2H-indazol-6-yl)-nicotinamide (200 mg, 0.51 mmol), Pd2 dba3 (5.2 mg, 0.0051 mmol), xantphos (9.1 mg, 0.0153 mmol), cesium carbonate (169 mg, 0.54 mmol) and morpholine-4-carboxylic acid amide (332 mg, 2.55 mmol) in dioxane (12.1 mL) and DMF (4.1 mL) under nitrogen, was stirred at 110° C. for 11 hours. A second reaction was performed in duplicate. The two reactions were combined, diluted with dilute aqueous sodium hydrogencarbonate s... Product: OCC(O)CNc1nc(-c2ccc(Cl)c(Cl)c2)nc2ccccc12. The reactants are CN(C)C=O, Clc1ccc(-c2nc(Cl)c3ccccc3n2)cc1Cl, O, NCC(O)CO. Reaction SMILES: [CH3:26][N:27]([CH3:28])[CH:29]=[O:30].[Cl:1][c:2]1[n:3][c:4](-[c:12]2[cH:13][c:14]([Cl:19])[c:15]([Cl:18])[cH:16][cH:17]2)[n:5][c:6]2[cH:7][cH:8][cH:9][cH:10][c:11]12.[OH2:31].[OH:20][CH:21]([CH2:22][NH2:23])[CH2:24][OH:25]>>[c:2]1([NH:23][CH2:22][CH:21]([OH:20])[CH2:24][OH:25])[n:3][c:4](-[c:12]2[cH:13][c:14]([Cl:19])[c:15]([Cl:18])[cH:16][cH:17]2)[n:5][c:6]2[cH:7][cH:8][cH:9][cH:10][c:11]12. Run in O1CCOCC1 (1,4-dioxane). Yield: 69.0%. Reactants: C(CC)(=O)N (propionamide), C(=O)([O-])[O-].[Cs+].[Cs+] (Cs2CO3), ClC1=NC=CC(=C1)OC1=C(C=C(C(=C1)F)[N+](=O)[O-])F (2-chloro-4-(2,5-difluoro-4-nitrophenoxy)pyridine). Reaction SMILES: Cl[C:2]1[CH:7]=[C:6]([O:8][C:9]2[CH:14]=[C:13]([F:15])[C:12]([N+:16]([O-:18])=[O:17])=[CH:11][C:10]=2[F:19])[CH:5]=[CH:4][N:3]=1.[C:20]([NH2:24])(=[O:23])[CH2:21][CH3:22].C([O-])([O-])=O.[Cs+].[Cs+]>O1CCOCC1.C1(P(C2C=CC=CC=2)[C-]2C=CC=C2)C=CC=CC=1.[C-]1(P(C2C=CC=CC=2)C2C=CC=CC=2)C=CC=C1.[Fe+2].C1C=CC(/C=C/C(/C=C/C2C=CC=CC=2)=O)=CC=1.C1C=CC(/C=C/C(/C=C/C2C=CC=CC=2)=O)=CC=1.C1C=CC(/C=C/C(/C=C/C2C=CC=CC=2)=O)=CC=1.[Pd].[Pd]>[F:19][C:10]1[CH:11]=[C:12]([N+:16]([O-:18])=[O:17])[C:13]([F:15])=[CH:14][C:9]=1[O:8][C:6]1[CH:5]=[CH:4][N:3]=[C:2]([NH:24][C:20](=[O:23])[CH2:21][CH3:22])[CH:7]=1 |f:2.3.4,6.7.8,9.10.11.12.13|. Conditions: temperature 85 celsius, time 4 hour. Reported procedure: A solution of Example A1 (35 g, 122 mmol) in anhydrous 1,4-dioxane (900 mL) was degassed with nitrogen for 10 min and to it was added propionamide (10.5 g, 143 mmol), 1,1′-bis(diphenylphosphino) ferrocene (dppf, 6.6 g, 12.0 mmol, 0.1 equiv.), Cs2CO3 (58.4 g, 179 mmol) and Pd2(dba)3 (5.47 g, 5.97 mmol). The mixture was degassed with nitrogen for another 15 min and then heated to 85° C. (internal temp) and stirred at that temp for 4 h. The reaction mixture was cooled to RT, filtered through a bed ... The product is FC1=C(OC2=CC(=NC=C2)NC(CC)=O)C=C(C(=C1)[N+](=O)[O-])F (N-(4-(2,5-difluoro-4-nitrophenoxy)pyridin-2-yl)propionamide). Reagents/catalysts: C1(=CC=CC=C1)P([C-]1C=CC=C1)C1=CC=CC=C1.[C-]1(C=CC=C1)P(C1=CC=CC=C1)C1=CC=CC=C1.[Fe+2] (1,1′-bis(diphenylphosphino) ferrocene), C=1C=CC(=CC1)/C=C/C(=O)/C=C/C2=CC=CC=C2.C=1C=CC(=CC1)/C=C/C(=O)/C=C/C2=CC=CC=C2.C=1C=CC(=CC1)/C=C/C(=O)/C=C/C2=CC=CC=C2.[Pd].[Pd] (Pd2(dba)3). Reactants: CCc1cc(NS(=O)(=O)c2ccc(Br)cc2)on1, COc1ccccc1-c1ccc(S(=O)(=O)Nc2cc(C)no2)cc1, COc1ccccc1B(O)O. Yields the product COc1ccccc1-c1ccc(S(=O)(=O)Nc2onc(C)c2Br)cc1. Reaction SMILES: [CH2:25]([c:26]1[cH:27][c:28]([NH:29][S:30]([c:31]2[cH:32][cH:33][c:34]([Br:42])[cH:35][cH:36]2)(=[O:37])=[O:38])[o:39][n:40]1)[CH3:41].[CH3:1][c:2]1[n:3][o:4][c:5]([NH:7][S:8](=[O:9])(=[O:10])[c:11]2[cH:12][cH:13][c:14](-[c:17]3[c:18]([O:23][CH3:24])[cH:19][cH:20][cH:21][cH:22]3)[cH:15][cH:16]2)[cH:6]1.[CH3:43][O:44][c:45]1[cH:46][cH:47][cH:48][cH:49][c:50]1[B:51]([OH:52])[OH:53]>>[CH3:1][c:2]1[n:3][o:4][c:5]([NH:7][S:8](=[O:9])(=[O:10])[c:11]2[cH:12][cH:13][c:14](-[c:17]3[c:18]([O:23][CH3:24])[cH:19][cH:20][cH:21][cH:22]3)[cH:15][cH:16]2)[c:6]1[Br:42]. The reactants are C(C)(=O)O[C@H]1[C@@H](C2=C1C=CC=C2)OC(C)=O (trans-1,2-diacetoxy-1,2-dihydrobenzocyclobutene), O=C1C=2C3(CC(CC2C(C=C1)=O)C(=O)OC)SCCS3 (methyl rac-1',2',3',4',5',8'-hexahydro-5',8'-dioxospiro[1,3-dithiolane-2,4'-naphthalene]-2'-carboxylate). The solvent is C=1(C(=CC=CC1)C)C (xylene). Product: C(C)(=O)OC1C2C(C=3C4(CC(CC3C(C2C(C2=CC=CC=C12)OC(C)=O)=O)C(=O)OC)SCCS4)=O (methyl rac-1',2',3',4',5',5a',6',11',11a',12'-decahydro-6',11'-diacetoxy-5',12'-dioxospiro[1,3-dithiolane-2,4'-naphthacene]-2'-carboxylate). Yield: 62.0%. Reaction SMILES: [C:1]([O:4][C@@H:5]1[C:8]2[CH:9]=[CH:10][CH:11]=[CH:12][C:7]=2[C@H:6]1[O:13][C:14](=[O:16])[CH3:15])(=[O:3])[CH3:2].[O:17]=[C:18]1[CH:27]=[CH:26][C:25](=[O:28])[C:24]2[CH2:23][CH:22]([C:29]([O:31][CH3:32])=[O:30])[CH2:21][C:20]3([S:36][CH2:35][CH2:34][S:33]3)[C:19]1=2>C1(C)C(C)=CC=CC=1>[C:14]([O:13][CH:6]1[C:7]2[C:8](=[CH:9][CH:10]=[CH:11][CH:12]=2)[CH:5]([O:4][C:1](=[O:3])[CH3:2])[CH:26]2[CH:27]1[C:18](=[O:17])[C:19]1[C:20]3([S:36][CH2:35][CH2:34][S:33]3)[CH2:21][CH:22]([C:29]([O:31][CH3:32])=[O:30])[CH2:23][C:24]=1[C:25]2=[O:28])(=[O:16])[CH3:15]. Reported procedure: A solution of 0.757 g (3.4 mmol) of trans-1,2-diacetoxy-1,2-dihydrobenzocyclobutene and 0.970 g (3.1 mmol) of methyl rac-1',2',3',4',5',8'-hexahydro-5',8'-dioxospiro[1,3-dithiolane-2,4'-naphthalene]-2'-carboxylate [prepared as described in Example 2(A)] in 100 ml of dry xylene was stirred and heated under reflux under an atmosphere of nitrogen for 1 hour. The mixture was evaporated to dryness and the resulting brown oil was triturated with 10 ml of diethyl ether, cooled and filtered to give 1.02... The reactants are CC=1C2=C(SC1)C=C(C=C2)CC=2C=NC=CC2 (3-methyl-6-(3-pyridylmethyl)benzo[b]thiophene), C(CCC)[Li] (n-Butyl lithium), C(C)(C)NC(C)C (diisopropylamine), CC(C)([O-])C.[K+] (potassium t-butoxide), C(=O)=O (carbon dioxide). The solvent is CCOCC (ether), CCOCC (ether). Run at temperature -78 celsius, time 45 minute. The product is CC=1C2=C(SC1C(=O)O)C=C(C=C2)CC=2C=NC=CC2 (3-methyl-6-(3-pyridylmethyl)-benzo[b]thiophene-2-carboxylic acid). RXN SMILES: C([Li])CCC.C(NC(C)C)(C)C.CC(C)([O-])C.[K+].[CH3:19][C:20]1[C:21]2[CH:28]=[CH:27][C:26]([CH2:29][C:30]3[CH:31]=[N:32][CH:33]=[CH:34][CH:35]=3)=[CH:25][C:22]=2[S:23][CH:24]=1.[C:36](=[O:38])=[O:37]>CCOCC>[CH3:19][C:20]1[C:21]2[CH:28]=[CH:27][C:26]([CH2:29][C:30]3[CH:31]=[N:32][CH:33]=[CH:34][CH:35]=3)=[CH:25][C:22]=2[S:23][C:24]=1[C:36]([OH:38])=[O:37] |f:2.3|. Reported procedure: n-Butyl lithium (0.65 ml. of 1.55 M solution in hexane) was added dropwise to a stirred mixture of diisopropylamine (0.10 g.) and potassium t-butoxide (0.11 g.) in dry ether (10 ml.) at -78° C. under an atmosphere of dry nitrogen. The mixture was stirred at -78° C. for 45 minutes and then a solution of 3-methyl-6-(3-pyridylmethyl)benzo[b]thiophene (0.20 g.) in dry ether (5 ml.) was added. The solution was stirred at -78° C. for 45 minutes and then an excess of crushed solid carbon dioxide was ad...